Dataset: the Open Reaction Database (ORD), a public repository of structured organic reaction records. Task: describe an organic reaction: reactants, conditions, products, and yield Yields the product Cl, Cn1c(-c2ccc(O)cc2C(F)(F)F)nnc1C(C)(C)Oc1ccc(C(F)(F)F)cc1. RXN SMILES: [CH3:1][S-:2].[CH3:5][O:6][c:7]1[cH:8][c:9]([C:33]([F:34])([F:35])[F:36])[c:10](-[c:13]2[n:14][n:15][c:16]([C:19]([CH3:20])([O:21][c:22]3[cH:23][cH:24][c:25]([C:28]([F:29])([F:30])[F:31])[cH:26][cH:27]3)[CH3:32])[n:17]2[CH3:18])[cH:11][cH:12]1.[ClH:4].[Na+:3].[O:38]=[CH:39][N:40]([CH3:41])[CH3:42].[OH2:37]>>[ClH:4].[OH:6][c:7]1[cH:8][c:9]([C:33]([F:34])([F:35])[F:36])[c:10](-[c:13]2[n:14][n:15][c:16]([C:19]([CH3:20])([O:21][c:22]3[cH:23][cH:24][c:25]([C:28]([F:29])([F:30])[F:31])[cH:26][cH:27]3)[CH3:32])[n:17]2[CH3:18])[cH:11][cH:12]1. The reactants are C[S-], COc1ccc(-c2nnc(C(C)(C)Oc3ccc(C(F)(F)F)cc3)n2C)c(C(F)(F)F)c1, Cl, [Na+], CN(C)C=O, O. The reactants are CN(C)C=O, CCOC(C)=O, CC(n1ccnn1)C1(c2ccc(F)cc2F)CO1, [H-], [Na+], O, c1nc[nH]n1. The product is CC(n1ccnn1)C(O)(Cn1cncn1)c1ccc(F)cc1F. RXN SMILES: [CH3:27][N:28]([CH3:29])[CH:30]=[O:31].[CH3:32][CH2:33][O:34][C:35](=[O:36])[CH3:37].[F:8][c:9]1[c:10]([C:16]2([CH:19]([CH3:20])[n:21]3[n:22][n:23][cH:24][cH:25]3)[O:17][CH2:18]2)[cH:11][cH:12][c:13]([F:15])[cH:14]1.[H-:6].[Na+:7].[OH2:26].[nH:1]1[n:2][cH:3][n:4][cH:5]1>>[n:1]1([CH2:18][C:16]([c:10]2[c:9]([F:8])[cH:14][c:13]([F:15])[cH:12][cH:11]2)([OH:17])[CH:19]([CH3:20])[n:21]2[n:22][n:23][cH:24][cH:25]2)[n:2][cH:3][n:4][cH:5]1. The reactants are CCc1cc(-c2noc(-c3ccc(Oc4ccccc4)cc3)n2)sc1COC1CCCCO1, CCO, O, Cc1ccc(S(=O)(=O)[O-])cc1, c1cc[nH+]cc1. Product: CCc1cc(-c2noc(-c3ccc(Oc4ccccc4)cc3)n2)sc1CO. Reaction SMILES: [CH2:1]([CH3:2])[c:3]1[cH:4][c:5](-[c:16]2[n:17][o:18][c:19](-[c:21]3[cH:22][cH:23][c:24]([O:27][c:28]4[cH:29][cH:30][cH:31][cH:32][cH:33]4)[cH:25][cH:26]3)[n:20]2)[s:6][c:7]1[CH2:8][O:9][CH:10]1[CH2:11][CH2:12][CH2:13][CH2:14][O:15]1.[CH3:52][CH2:53][OH:54].[OH2:51].[c:34]1([CH3:35])[cH:36][cH:37][c:38]([S:39]([O-:40])(=[O:41])=[O:42])[cH:43][cH:44]1.[nH+:45]1[cH:46][cH:47][cH:48][cH:49][cH:50]1>>[CH2:1]([CH3:2])[c:3]1[cH:4][c:5](-[c:16]2[n:17][o:18][c:19](-[c:21]3[cH:22][cH:23][c:24]([O:27][c:28]4[cH:29][cH:30][cH:31][cH:32][cH:33]4)[cH:25][cH:26]3)[n:20]2)[s:6][c:7]1[CH2:8][OH:9]. Starting materials: CCOC(C)=O, CCOC(=O)NC(C)(C)c1c[nH]c(C=C2C(=O)Nc3ccc([N+](=O)[O-])cc32)c1, O, O, Cl[Sn]Cl, c1ccncc1. RXN SMILES: [C:40]([O:41][CH2:42][CH3:43])(=[O:44])[CH3:45].[N+:1]([O-:2])(=[O:3])[c:4]1[cH:5][c:6]2[c:10]([cH:11][cH:12]1)[NH:9][C:8](=[O:13])[C:7]2=[CH:14][c:15]1[nH:16][cH:17][c:18]([C:20]([NH:21][C:22](=[O:23])[O:24][CH2:25][CH3:26])([CH3:27])[CH3:28])[cH:19]1.[OH2:29].[OH2:30].[Sn:31]([Cl:32])[Cl:33].[n:34]1[cH:35][cH:36][cH:37][cH:38][cH:39]1>>[NH2:1][c:4]1[cH:5][c:6]2[c:10]([cH:11][cH:12]1)[NH:9][C:8](=[O:13])[C:7]2=[CH:14][c:15]1[nH:16][cH:17][c:18]([C:20]([NH:21][C:22](=[O:23])[O:24][CH2:25][CH3:26])([CH3:27])[CH3:28])[cH:19]1. Product: CCOC(=O)NC(C)(C)c1c[nH]c(C=C2C(=O)Nc3ccc(N)cc32)c1. Reactants: CNCCC(O)c1cccs1, c1ccc2ccccc2c1. The product is CNCCC(Oc1cccc2ccccc12)c1cccs1. RXN SMILES: [CH3:1][NH:2][CH2:3][CH2:4][CH:5]([c:6]1[s:7][cH:8][cH:9][cH:10]1)[OH:11].[cH:12]1[cH:13][cH:14][c:15]2[cH:16][cH:17][cH:18][cH:19][c:20]2[cH:21]1>>[CH3:1][NH:2][CH2:3][CH2:4][CH:5]([c:6]1[s:7][cH:8][cH:9][cH:10]1)[O:11][c:19]1[cH:18][cH:17][cH:16][c:15]2[cH:14][cH:13][cH:12][cH:21][c:20]21.